This data is from the Open Reaction Database (ORD), a public repository of structured organic reaction records. The task is: describe an organic reaction: reactants, conditions, products, and yield The reactants are F[B-](F)(F)F, O=C(O)c1ccc(C(=O)N2CC=CC2)c(Br)c1, ClBr, CCO, CCN(C(C)C)C(C)C, CCCC(N)c1nc2cc(Cl)ccc2[nH]1, ClCCl, C1CCOC1, CN(C)C(On1nnc2ccccc21)=[N+](C)C. Yields the product CCCC(NC(=O)c1ccc(C(=O)N2CC=CC2)c(Br)c1)c1nc2cc(Cl)ccc2[nH]1. Reaction SMILES: [B-:18]([F:19])([F:20])([F:21])[F:22].[Br:1][c:2]1[cH:3][c:4]([C:5](=[O:6])[OH:7])[cH:8][cH:9][c:10]1[C:11](=[O:12])[N:13]1[CH2:14][CH:15]=[CH:16][CH2:17]1.[Br:64][Cl:65].[CH2:71]([OH:72])[CH3:73].[CH:40]([N:41]([CH:42]([CH3:43])[CH3:44])[CH2:45][CH3:46])([CH3:47])[CH3:48].[Cl:49][c:50]1[cH:51][c:52]2[c:53]([nH:54][c:55]([CH:57]([CH2:58][CH2:59][CH3:60])[NH2:61])[n:56]2)[cH:62][cH:63]1.[Cl:74][CH2:75][Cl:76].[O:66]1[CH2:67][CH2:68][CH2:69][CH2:70]1.[n:23]1([O:24][C:25]([N:26]([CH3:27])[CH3:28])=[N+:29]([CH3:30])[CH3:31])[c:32]2[cH:33][cH:34][cH:35][cH:36][c:37]2[n:38][n:39]1>>[Br:1][c:2]1[cH:3][c:4]([C:5](=[O:7])[NH:61][CH:57]([c:55]2[nH:54][c:53]3[c:52]([cH:51][c:50]([Cl:49])[cH:63][cH:62]3)[n:56]2)[CH2:58][CH2:59][CH3:60])[cH:8][cH:9][c:10]1[C:11](=[O:12])[N:13]1[CH2:14][CH:15]=[CH:16][CH2:17]1. The reactants are C(=O)(OC(C)(C)C)N1CCNCCC1 (1-Boc-homopiperazine), NC1=NC=C(C=C1C(=O)C1=NC(=CC=C1)Br)Br ((2-amino-5-bromopyridin-3-yl)(6-bromopyridin-2-yl)methanone), C(=O)(OC(C)(C)C)N1CCNCCC1 (1-Boc-homopiperazine), C(=O)([O-])[O-].[K+].[K+] (K2CO3). Run in CN(C)C=O (DMF). Reaction conditions: temperature 95 celsius. Yields the product NC1=C(C(=O)C2=CC=CC(=N2)N2CCN(CCC2)C(=O)OC(C)(C)C)C=C(C=N1)Br (tert-butyl 4-(6-(2-amino-5-bromonicotinoyl)pyridin-2-yl)-1,4-diazepane-1-carboxylate). Yield: 36.7%. RXN SMILES: [NH2:1][C:2]1[C:7]([C:8]([C:10]2[CH:15]=[CH:14][CH:13]=[C:12](Br)[N:11]=2)=[O:9])=[CH:6][C:5]([Br:17])=[CH:4][N:3]=1.[C:18]([N:25]1[CH2:31][CH2:30][CH2:29][NH:28][CH2:27][CH2:26]1)([O:20][C:21]([CH3:24])([CH3:23])[CH3:22])=[O:19].C([O-])([O-])=O.[K+].[K+]>CN(C=O)C>[NH2:1][C:2]1[N:3]=[CH:4][C:5]([Br:17])=[CH:6][C:7]=1[C:8]([C:10]1[N:11]=[C:12]([N:28]2[CH2:29][CH2:30][CH2:31][N:25]([C:18]([O:20][C:21]([CH3:24])([CH3:23])[CH3:22])=[O:19])[CH2:26][CH2:27]2)[CH:13]=[CH:14][CH:15]=1)=[O:9] |f:2.3.4|. Reported procedure: A mixture of (2-amino-5-bromopyridin-3-yl)(6-bromopyridin-2-yl)methanone (6.0 g, 16.8 mmol), 1-Boc-homopiperazine (3.64 ml, 18.48 mmol) and K2CO3 (8.13 g, 58.8 mmol) in DMF (50 ml) was heated at 95° C. for 17 hours. Additional 1-Boc-homopiperazine (0.3 ml, 0.1 eq) was added and the mixture heated at 95° C. for a further 4 hours for reaction to go to completion. Reaction mixture was then allowed to cool to room temperature and solvent removed in vacuo. The resulting solid was slurried in EtOAc an... Starting materials: FC=1C=C(C=C(C1F)F)O (3,4,5-trifluorophenol), C([O-])([O-])=O.[K+].[K+] (potassium carbonate), ClC1(C=2N(CCC1)C(=NN2)C2=CC(=C(C=C2)C2=CN=C(O2)C)OC)C(=O)OCC (ethyl 8-chloro-3-[3-methoxy-4-(2-methyl-1,3-oxazol-5-yl)phenyl]-5,6,7,8-tetrahydro[1,2,4]triazolo[4,3-a]pyridine-8-carboxylate). Solvent: C(C)(=O)OCC (ethyl acetate), [Cl-].[NH4+] (ammonium chloride), CN(C)C=O (DMF). Reaction conditions: temperature 100 celsius, time 30 minute. The product is COC=1C=C(C=CC1C1=CN=C(O1)C)C1=NN=C2N1CCCC2(C(=O)OCC)OC2=CC(=C(C(=C2)F)F)F (ethyl 3-[3-methoxy-4-(2-methyl-1,3-oxazol-5-yl)phenyl]-8-(3,4,5-trifluorophenoxy)-5,6,7,8-tetrahydro[1,2,4]triazolo[4,3-a]pyridine-8-carboxylate). Isolated yield 44.2%. As a reaction SMILES: [F:1][C:2]1[CH:3]=[C:4]([OH:10])[CH:5]=[C:6]([F:9])[C:7]=1[F:8].C(=O)([O-])[O-].[K+].[K+].Cl[C:18]1([C:41]([O:43][CH2:44][CH3:45])=[O:42])[CH2:23][CH2:22][CH2:21][N:20]2[C:24]([C:27]3[CH:32]=[CH:31][C:30]([C:33]4[O:37][C:36]([CH3:38])=[N:35][CH:34]=4)=[C:29]([O:39][CH3:40])[CH:28]=3)=[N:25][N:26]=[C:19]12>CN(C=O)C.C(OCC)(=O)C.[Cl-].[NH4+]>[CH3:40][O:39][C:29]1[CH:28]=[C:27]([C:24]2[N:20]3[CH2:21][CH2:22][CH2:23][C:18]([O:10][C:4]4[CH:3]=[C:2]([F:1])[C:7]([F:8])=[C:6]([F:9])[CH:5]=4)([C:41]([O:43][CH2:44][CH3:45])=[O:42])[C:19]3=[N:26][N:25]=2)[CH:32]=[CH:31][C:30]=1[C:33]1[O:37][C:36]([CH3:38])=[N:35][CH:34]=1 |f:1.2.3,7.8|. Procedure: To a mixture of 3,4,5-trifluorophenol (0.19 g) and potassium carbonate (0.50 g) in DMF (5 mL) was added ethyl 8-chloro-3-[3-methoxy-4-(2-methyl-1,3-oxazol-5-yl)phenyl]-5,6,7,8-tetrahydro[1,2,4]triazolo[4,3-a]pyridine-8-carboxylate (0.50 g) at room temperature, and the mixture was stirred at 100° C. for 30 min. The reaction mixture was allowed to cool to room temperature, diluted with ethyl acetate and saturated aqueous ammonium chloride solution, the mixture was washed with saturated brine and d... Starting materials: O=C1OC(=O)c2c1c(Br)c(Br)c1c(Br)c(Br)ccc21, Br, O=C1OC(=O)c2c1ccc1ccccc21. Yields the product O=C(O)c1c(Br)c(Br)c2c(Br)c(Br)ccc2c1C(=O)O. As a reaction SMILES: [Br:1][c:2]1[c:3]([Br:19])[c:4]2[c:5]([Br:18])[c:6]([Br:17])[c:7]3[c:8]([c:9]2[cH:10][cH:11]1)[C:12](=[O:13])[O:14][C:15]3=[O:16].[Br:35].[c:20]12[c:25]([cH:26][cH:27][c:28]3[c:29]1[cH:30][cH:32][cH:33][cH:34]3)[C:24](=[O:31])[O:23][C:21]2=[O:22]>>[Br:1][c:2]1[c:3]([Br:19])[c:4]2[c:5]([Br:18])[c:6]([Br:17])[c:7]([C:15]([OH:14])=[O:16])[c:8]([C:12](=[O:13])[OH:31])[c:9]2[cH:10][cH:11]1.